Dataset: the Open Reaction Database (ORD), a public repository of structured organic reaction records. Task: describe an organic reaction: reactants, conditions, products, and yield The reactants are C(CC(=O)[O-])(=O)OCC (mono-ethyl malonate), C(C)(C)(C)OC(=O)NC(CC(C)C)C1=NOC(=C1)C(=O)O (3-(1-tert-butoxycarbonylamino-3-methyl-butyl)-isoxazole-5-carboxylic acid), C(=O)(N1C=NC=C1)N1C=NC=C1 (carbonyldiimidazole), magnesium salt. Product: C(C)OC(CC(=O)C1=CC(=NO1)C(CC(C)C)NC(=O)OC(C)(C)C)=O (3-[3-(1-tert-Butoxycarbonylamino-3-methyl-butyl)-isoxazol-5-yl]-3-oxo-propionic acid ethyl ester). As a reaction SMILES: [C:1]([O:5][C:6]([NH:8][CH:9]([C:14]1[CH:18]=[C:17]([C:19]([OH:21])=O)[O:16][N:15]=1)[CH2:10][CH:11]([CH3:13])[CH3:12])=[O:7])([CH3:4])([CH3:3])[CH3:2].C(N1C=CN=C1)(N1C=CN=C1)=O.[C:34]([O:40][CH2:41][CH3:42])(=[O:39])[CH2:35]C([O-])=O>>[CH2:41]([O:40][C:34](=[O:39])[CH2:35][C:19]([C:17]1[O:16][N:15]=[C:14]([CH:9]([NH:8][C:6]([O:5][C:1]([CH3:2])([CH3:3])[CH3:4])=[O:7])[CH2:10][CH:11]([CH3:12])[CH3:13])[CH:18]=1)=[O:21])[CH3:42]. Reported procedure: The title compound was prepared from 3-(1-tert-butoxycarbonylamino-3-methyl-butyl)-isoxazole-5-carboxylic acid by treatment with carbonyldiimidazole followed by the magnesium salt of mono-ethyl malonate as described in Angew. Chem. Int Ed. Eng., 18 (1979), p. 72.